This data is from the Open Reaction Database (ORD), a public repository of structured organic reaction records. The task is: describe an organic reaction: reactants, conditions, products, and yield Starting materials: C(C)OCC (diethyl ether), BrC=1C=C2C(=C(NC2=CC1)C(=O)O)CCCNC(=O)OC(C)(C)C (5-bromo-3-[3-(t-butoxycarbonylamino)-propyl]-1H-indole-2-carboxylic acid), Cl (HCl). Solvent: C(Cl)Cl (methylene chloride), O1CCOCC1 (dioxane). Reaction conditions: time 1 hour. Product: Cl.BrC=1C=C2C(=C(NC2=CC1)C(=O)O)CCCN (5-bromo-3-(3-aminopropyl]-1H-indole-2-carboxylic acid hydrochloride). As a reaction SMILES: [Br:1][C:2]1[CH:3]=[C:4]2[C:8](=[CH:9][CH:10]=1)[NH:7][C:6]([C:11]([OH:13])=[O:12])=[C:5]2[CH2:14][CH2:15][CH2:16][NH:17]C(OC(C)(C)C)=O.[ClH:25].C(OCC)C>C(Cl)Cl.O1CCOCC1>[ClH:25].[Br:1][C:2]1[CH:3]=[C:4]2[C:8](=[CH:9][CH:10]=1)[NH:7][C:6]([C:11]([OH:13])=[O:12])=[C:5]2[CH2:14][CH2:15][CH2:16][NH2:17] |f:5.6|. Procedure details: To 5-bromo-3-[3-(t-butoxycarbonylamino)-propyl]-1H-indole-2-carboxylic acid (55 mg, 0.14 mmol, 1.0 equiv) in methylene chloride (5 mL) at 0° C. was added 0.2 mL of 4M HCl in dioxane. The reaction was stirred at ambient temperature for 1 h. Then 10 mL of diethyl ether was added to the reaction and the reaction concentrated. To this residue was added 10 mL diethyl ether and the solid was filtered off and washed with diethyl ether several times and air dried for 15 min to provide the title compound... Reactants: Cl.N1CCC2(CC1)OCC1=CC=CC=C12 (spiro[isobenzofuran-1(3H), 4′-piperidine] hydrochloride), FC1=CC=C(C=C1)C(C(=O)O)C1=CC=C(C=C1)F (2,2-bis(4-fluorophenyl)acetic acid), FC1=CC=C(C=N1)C1CCNCC1 (4-(6-fluoro-3-pyridinyl)piperidine), FC=1C=C(C=CC1F)C(C(=O)O)N1C(CCC1)=O (2-(3,4-difluorophenyl)-2-(2-oxo-1-pyrrolidinyl)acetic acid). Yields the product FC1=CC=C(C=C1)C(C(=O)N(CCCN1CCC(CC1)C=1C=NC(=CC1)F)C)C1=CC=C(C=C1)F (2,2-Bis(4-fluorophenyl)-N-methyl-N-[3-(4-(6-fluoro-3-pyridinyl)piperidin-1-yl)propyl]acetamide). RXN SMILES: Cl.[NH:2]1[CH2:7]C[C:5]2(C3C(=CC=CC=3)CO2)[CH2:4][CH2:3]1.[F:16][C:17]1[N:22]=[CH:21][C:20]([CH:23]2[CH2:28][CH2:27][NH:26][CH2:25][CH2:24]2)=[CH:19][CH:18]=1.FC1C=C(C(N2CCCC2=O)C(O)=O)C=CC=1F.[F:47][C:48]1[CH:53]=[CH:52][C:51]([CH:54]([C:58]2[CH:63]=[CH:62][C:61]([F:64])=[CH:60][CH:59]=2)[C:55]([OH:57])=O)=[CH:50][CH:49]=1>>[F:64][C:61]1[CH:62]=[CH:63][C:58]([CH:54]([C:51]2[CH:50]=[CH:49][C:48]([F:47])=[CH:53][CH:52]=2)[C:55]([N:2]([CH3:7])[CH2:3][CH2:4][CH2:5][N:26]2[CH2:27][CH2:28][CH:23]([C:20]3[CH:21]=[N:22][C:17]([F:16])=[CH:18][CH:19]=3)[CH2:24][CH2:25]2)=[O:57])=[CH:59][CH:60]=1 |f:0.1|. Procedure details: Example 9 was repeated except that spiro[isobenzofuran-1(3H), 4′-piperidine] hydrochloride which was used in Example 9-(2) was replaced with 4-(6-fluoro-3-pyridinyl)piperidine, and 2-(3,4-difluorophenyl)-2-(2-oxo-1-pyrrolidinyl)acetic acid which was used in Example 9-(4), with 2,2-bis(4-fluorophenyl)acetic acid, to provide the title compound. The reactants are C(=O)([O-])[O-].[K+].[K+] (K2CO3), S(=O)(=O)(C1=CC=C(C)C=C1)C[N+]#[C-] (tosylmethyl isocyanide), ClC1=C(COC=2C=C3C=C(N(C3=CC2)CCCC#N)C=O)C(=CC=C1)Cl (4-[5-(2,6-dichlorobenzyloxy)-2-formyl-indol-1-yl]butyronitrile). Solvent: CO (MeOH). Yields the product ClC1=C(COC=2C=C3C=C(N(C3=CC2)CCCC#N)C2=CN=CO2)C(=CC=C1)Cl (4-[5-(2,6-dichlorobenzyloxy)-2-(oxazol-5-yl)indol-1-yl]butyronitrile). Isolated yield 94.7%. Reaction SMILES: [Cl:1][C:2]1[CH:25]=[CH:24][CH:23]=[C:22]([Cl:26])[C:3]=1[CH2:4][O:5][C:6]1[CH:7]=[C:8]2[C:12](=[CH:13][CH:14]=1)[N:11]([CH2:15][CH2:16][CH2:17][C:18]#[N:19])[C:10]([CH:20]=[O:21])=[CH:9]2.C([O-])([O-])=O.[K+].[K+].S([CH2:43][N+:44]#[C-:45])(C1C=CC(C)=CC=1)(=O)=O>CO>[Cl:1][C:2]1[CH:25]=[CH:24][CH:23]=[C:22]([Cl:26])[C:3]=1[CH2:4][O:5][C:6]1[CH:7]=[C:8]2[C:12](=[CH:13][CH:14]=1)[N:11]([CH2:15][CH2:16][CH2:17][C:18]#[N:19])[C:10]([C:20]1[O:21][CH:45]=[N:44][CH:43]=1)=[CH:9]2 |f:1.2.3|. Procedure details: A mixture of 4-[5-(2,6-dichlorobenzyloxy)-2-formyl-indol-1-yl]butyronitrile (0.2 g, 0.52 mmol), from Example 9(b), K2CO3 (0.14 g, 1.03 mmol) and tosylmethyl isocyanide (0.11 g, 0.57 mmol) in MeOH (15 mL) was stirred at room temperature for 5 min followed by reflux for 3 h to give a clear yellow solution. The solvent was removed under reduced pressure and the resulting solid was partitioned between chloroform and water. The aqueous layer was washed with chloroform twice and the combined organic l... Starting materials: ClC=1C=CC=2N(C1)N=C(C2)C2=CC=C(C=C2)F (6-Chloro2-(4-fluorophenyl)pyrazolo[1,5-a]pyridine), C1CC(=O)N(C1=O)Br (NBS). The solvent is CN(C)C=O (DMF). Yields the product BrC=1C(=NN2C1C=CC(=C2)Cl)C2=CC=C(C=C2)F (3-Bromo-6-chloro-2-(4-fluorophenyl)pyrazolo[1,5-a]pyridine). Isolated yield 86.4%. RXN SMILES: [Cl:1][C:2]1[CH:3]=[CH:4][C:5]2[N:6]([N:8]=[C:9]([C:11]3[CH:16]=[CH:15][C:14]([F:17])=[CH:13][CH:12]=3)[CH:10]=2)[CH:7]=1.C1C(=O)N([Br:25])C(=O)C1>CN(C=O)C>[Br:25][C:10]1[C:9]([C:11]2[CH:16]=[CH:15][C:14]([F:17])=[CH:13][CH:12]=2)=[N:8][N:6]2[CH:7]=[C:2]([Cl:1])[CH:3]=[CH:4][C:5]=12. Reported procedure: 6-Chloro2-(4-fluorophenyl)pyrazolo[1,5-a]pyridine (2.48 g, 10.05 mmol) was dissolved in anhydrous DMF (160 ml) and treated with NBS (1.967 g) for 1 h. The reaction mixture was partitioned between ethyl acetate and water. The organic phase was separated, washed with water, dried and concentrated to give the title compound as a brown solid (2.827 g, 86%). (CDCl3) δ 7.19 (3H, t, J 9 Hz, H-3′+H-5); 7.48 (1H, d, J 9 Hz, H4); 8.05(2H, m, H-2′); 8.49 (1H, br s, H-7); Tlc SiO2 cyclohexane:ethyl acetate ...